Dataset: the Open Reaction Database (ORD), a public repository of structured organic reaction records. Task: describe an organic reaction: reactants, conditions, products, and yield The reactants are cuprous oxide, FC=1C=C(C=C(C1)F)S (3,5-difluorothiophenol), BrC1=CC(=CO1)C(=O)O (5-Bromofuran-3-carboxylic acid). The solvent is CN(C=O)C (dimethylformamide). Reaction conditions: time 16 hour. Yields the product FC=1C=C(C=C(C1)F)SC1=CC(=CO1)C(=O)O (5-(3,5-Difluorophenylthio)furan-3-carboxylic Acid). RXN SMILES: [F:1][C:2]1[CH:3]=[C:4]([SH:9])[CH:5]=[C:6]([F:8])[CH:7]=1.Br[C:11]1[O:15][CH:14]=[C:13]([C:16]([OH:18])=[O:17])[CH:12]=1>CN(C)C=O>[F:1][C:2]1[CH:3]=[C:4]([S:9][C:11]2[O:15][CH:14]=[C:13]([C:16]([OH:18])=[O:17])[CH:12]=2)[CH:5]=[C:6]([F:8])[CH:7]=1. Procedure details: In an open flask, cuprous oxide (0.6 g., 4 mmoles) and 3,5-difluorothiophenol (0.76 g., 4 mmoles) were combined with 25 ml. of dimethylformamide and heated in an oil bath maintained at 150°-160° C. for 2 hours. 5-Bromofuran-3-carboxylic acid was added, the flask was equipped with a reflux condenser, and heating at 150°-155° C. was continued for 16 hours. The reaction mixture was cooled, filtered, the filtrate diluted with 150 ml. of water and product extracted into two 30 ml. portions of ethyl a... Starting materials: CN(C)C=O, CCOC(=O)c1cc2cc(C(F)(F)F)ccc2[nH]1, Fc1cccc(CBr)c1, [H-], [Na+]. The product is CCOC(=O)c1cc2cc(C(F)(F)F)ccc2n1Cc1cccc(F)c1. Reaction SMILES: [CH3:30][N:31]([CH3:32])[CH:33]=[O:34].[F:1][C:2]([c:3]1[cH:4][c:5]2[cH:6][c:7]([C:12](=[O:13])[O:14][CH2:15][CH3:16])[nH:8][c:9]2[cH:10][cH:11]1)([F:17])[F:18].[F:21][c:22]1[cH:23][c:24]([CH2:25][Br:26])[cH:27][cH:28][cH:29]1.[H-:19].[Na+:20]>>[F:1][C:2]([c:3]1[cH:4][c:5]2[cH:6][c:7]([C:12](=[O:13])[O:14][CH2:15][CH3:16])[n:8]([CH2:25][c:24]3[cH:23][c:22]([F:21])[cH:29][cH:28][cH:27]3)[c:9]2[cH:10][cH:11]1)([F:17])[F:18]. Starting materials: CC(C)CC1CNCCN1C(=O)OC(C)(C)C, CCOC(C)=O, Ic1cncc(I)n1, [K+], [K+], O=C([O-])[O-], CN(C)C=O, O. The product is CC(C)CC1CN(c2cncc(I)n2)CCN1C(=O)OC(C)(C)C. Reaction SMILES: [CH2:9]([CH:10]([CH3:11])[CH3:12])[CH:13]1[N:14]([C:19](=[O:20])[O:21][C:22]([CH3:23])([CH3:24])[CH3:25])[CH2:15][CH2:16][NH:17][CH2:18]1.[CH3:37][CH2:38][O:39][C:40](=[O:41])[CH3:42].[I:1][c:2]1[n:3][c:4]([I:8])[cH:5][n:6][cH:7]1.[K+:26].[K+:27].[O-:28][C:29]([O-:30])=[O:31].[O:32]=[CH:33][N:34]([CH3:35])[CH3:36].[OH2:43]>>[c:2]1([N:17]2[CH2:16][CH2:15][N:14]([C:19](=[O:20])[O:21][C:22]([CH3:23])([CH3:24])[CH3:25])[CH:13]([CH2:9][CH:10]([CH3:11])[CH3:12])[CH2:18]2)[n:3][c:4]([I:8])[cH:5][n:6][cH:7]1. Starting materials: FC(C1=C(OC2=CC3=C(NC(=N3)C3=NC=CC=C3)C=C2OC=2C=NC(=CC2)S(=O)(=O)C)C=CC=C1)(F)F (5-(2-Trifluoromethyl-phenoxy)-2-pyridin-2-yl-6-(6-methanesulfonyl-pyridin-3-yloxy)-1H-benzimidazole), COC(=N)C1=NC=CN=C1 (methylpyrazin-2-imidate). Yields the product FC(C1=C(OC2=CC3=C(NC(=N3)C3=NC=CN=C3)C=C2OC=2C=NC(=CC2)S(=O)(=O)C)C=CC=C1)(F)F (5-(2-Trifluoromethyl-phenoxy)-2-pyrazin-2-yl-6-(6-methanesulfonyl-pyridin-3-yloxy)-1H-benzimidazole). As a reaction SMILES: [F:1][C:2]([F:37])([F:36])[C:3]1[CH:35]=[CH:34][CH:33]=[CH:32][C:4]=1[O:5][C:6]1[C:20]([O:21][C:22]2[CH:23]=[N:24][C:25]([S:28]([CH3:31])(=[O:30])=[O:29])=[CH:26][CH:27]=2)=[CH:19][C:9]2[NH:10][C:11]([C:13]3[CH:18]=C[CH:16]=[CH:15][N:14]=3)=[N:12][C:8]=2[CH:7]=1.COC(C1C=NC=CN=1)=[NH:41]>>[F:37][C:2]([F:1])([F:36])[C:3]1[CH:35]=[CH:34][CH:33]=[CH:32][C:4]=1[O:5][C:6]1[C:20]([O:21][C:22]2[CH:23]=[N:24][C:25]([S:28]([CH3:31])(=[O:30])=[O:29])=[CH:26][CH:27]=2)=[CH:19][C:9]2[NH:10][C:11]([C:13]3[CH:18]=[N:41][CH:16]=[CH:15][N:14]=3)=[N:12][C:8]=2[CH:7]=1. Procedure details: The entitled compound was obtained as a yellow solid in the same method as in Example 205 or in accordance with the method or by combining it with an ordinary method but using 4-(2-trifluoromethyl-phenoxy)-5-(6-methanesulfonyl-pyridin-3-yloxy)-benzene-1,2-diamine obtained in Example 206, and methylpyrazin-2-imidate. Reactants: FC(=C(C=C)F)F (1,1,2-trifluoro-1,3-butadiene), C([O-])([O-])=O.[K+].[K+] (potassium carbonate), ice water, BrBr (Bromine). The solvent is CO (methanol). Reaction conditions: temperature -70 celsius, time 2 hour. The product is BrC\C=C(\C(F)(F)OC)/F ((Z)-4-bromo-1-methoxy-1,1,2-trifluoro-2-butene). The yield is 70.8%. As a reaction SMILES: [F:1][C:2]([F:7])=[C:3]([F:6])[CH:4]=[CH2:5].[C:8](=[O:11])([O-])[O-].[K+].[K+].[Br:14]Br>CO>[Br:14][CH2:5]/[CH:4]=[C:3](\[F:6])/[C:2]([O:11][CH3:8])([F:7])[F:1] |f:1.2.3|. Procedure details: To a solution of 5.30 g (49.1 mmol) 1,1,2-trifluoro-1,3-butadiene in methanol (70 mL) at 0° C. in a round-bottom 250 mL flask was added 12.50 g of potassium carbonate (anhydrous powder). The flask was equipped with a magnetic stirrer, and the stirred contents cooled to ca. -70° C. Bromine (2.50 mL, 48.4 mmol) was slowly added to the -70° C. reaction mixture over two hours, and the resulting mixture stirred for further two hours at -50° C. At this point the contents of the flask were poured into ... Starting materials: C([O-])(O)=O.[Na+] (Sodium bicarbonate), C([O-])(O)=O.[Na+] (sodium bicarbonate), Cl.NO (hydroxylamine hydrochloride), C1(=CC=CC=C1)OC(=O)Cl (phenylchloroformate). Solvent: O (water), O (water). Reaction conditions: time 30 minute. Yields the product O(C1=CC=CC=C1)C(=O)NOC(=O)OC1=CC=CC=C1 (N,O-bis-phenoxycarbonylhydroxylamine). Isolated yield 67.7%. RXN SMILES: [C:1](=[O:4])([OH:3])[O-].[Na+].Cl.[NH2:7][OH:8].[C:9]1([O:15][C:16](Cl)=[O:17])[CH:14]=[CH:13][CH:12]=[CH:11][CH:10]=1>O>[O:3]([C:1]([NH:7][O:8][C:16]([O:15][C:9]1[CH:14]=[CH:13][CH:12]=[CH:11][CH:10]=1)=[O:17])=[O:4])[C:9]1[CH:14]=[CH:13][CH:12]=[CH:11][CH:10]=1 |f:0.1,2.3|. Procedure: To a solution of sodium bicarbonate (21.5 g, 0.256 mol) in water (150 ml) at 0° C. was added hydroxylamine hydrochloride (8.8 g, 0.127 mol). The reaction mixture was stirred for 30 min. and phenylchloroformate (60 g, 0.383 mol) was introduced directly into the vigorously stirred mixture. Sodium bicarbonate (32.3 g, 3.85 mol) in water (300 ml) was added to the mixture. The mixture was stirred for 30 min., the ice-bath removed and stirring continued for an additional 2 h at room temperature. The r... Reactants: CC[SiH](CC)CC, ClCCl, CC(=O)Nc1ccc(Cc2nc3c([nH]2)c(=O)n(Cc2ccccc2F)c(=O)n3Cc2ncn(C(c3ccccc3)(c3ccccc3)c3ccccc3)n2)cc1, O=C(O)C(F)(F)F. The product is CC(=O)Nc1ccc(Cc2nc3c([nH]2)c(=O)n(Cc2ccccc2F)c(=O)n3Cc2nc[nH]n2)cc1. RXN SMILES: [CH2:63]([SiH:64]([CH2:65][CH3:66])[CH2:67][CH3:68])[CH3:69].[Cl:70][CH2:71][Cl:72].[F:1][c:2]1[c:3]([CH2:4][n:5]2[c:6](=[O:51])[n:7]([CH2:26][c:27]3[n:28][n:29]([C:32]([c:33]4[cH:34][cH:35][cH:36][cH:37][cH:38]4)([c:39]4[cH:40][cH:41][cH:42][cH:43][cH:44]4)[c:45]4[cH:46][cH:47][cH:48][cH:49][cH:50]4)[cH:30][n:31]3)[c:8]3[n:9][c:10]([CH2:15][c:16]4[cH:17][cH:18][c:19]([NH:22][C:23]([CH3:24])=[O:25])[cH:20][cH:21]4)[nH:11][c:12]3[c:13]2=[O:14])[cH:52][cH:53][cH:54][cH:55]1.[OH:56][C:57]([C:58]([F:59])([F:60])[F:61])=[O:62]>>[F:1][c:2]1[c:3]([CH2:4][n:5]2[c:6](=[O:51])[n:7]([CH2:26][c:27]3[n:28][nH:29][cH:30][n:31]3)[c:8]3[n:9][c:10]([CH2:15][c:16]4[cH:17][cH:18][c:19]([NH:22][C:23]([CH3:24])=[O:25])[cH:20][cH:21]4)[nH:11][c:12]3[c:13]2=[O:14])[cH:52][cH:53][cH:54][cH:55]1.